Dataset: the Open Reaction Database (ORD), a public repository of structured organic reaction records. Task: describe an organic reaction: reactants, conditions, products, and yield Product: CC(c1ccccc1)c1ncc2c(n1)CCNCC2. Starting materials: ClCCl, Cl, C1COCCO1, CC(c1ccccc1)c1ncc2c(n1)CCN(C(=O)OC(C)(C)C)CC2. As a reaction SMILES: [Cl:34][CH2:35][Cl:36].[ClH:1].[O:2]1[CH2:3][CH2:4][O:5][CH2:6][CH2:7]1.[c:8]1([CH:14]([CH3:15])[c:16]2[n:17][cH:18][c:19]3[c:20]([n:33]2)[CH2:21][CH2:22][N:23]([C:26]([O:27][C:28]([CH3:29])([CH3:30])[CH3:31])=[O:32])[CH2:24][CH2:25]3)[cH:9][cH:10][cH:11][cH:12][cH:13]1>>[c:8]1([CH:14]([CH3:15])[c:16]2[n:17][cH:18][c:19]3[c:20]([n:33]2)[CH2:21][CH2:22][NH:23][CH2:24][CH2:25]3)[cH:9][cH:10][cH:11][cH:12][cH:13]1. Product: CCOC(=O)c1ccc(C(=O)C(C)(C)C)cc1. As a reaction SMILES: [C:13]([C:14]([CH3:15])([CH3:16])[CH3:17])(=[O:18])[Cl:19].[CH2:20]1[O:21][CH2:22][CH2:23][CH2:24]1.[I:1][c:2]1[cH:3][cH:4][c:5]([C:6](=[O:7])[O:8][CH2:9][CH3:10])[cH:11][cH:12]1>>[c:2]1([C:13]([C:14]([CH3:15])([CH3:16])[CH3:17])=[O:18])[cH:3][cH:4][c:5]([C:6](=[O:7])[O:8][CH2:9][CH3:10])[cH:11][cH:12]1. Reactants: CC(C)(C)C(=O)Cl, C1CCOC1, CCOC(=O)c1ccc(I)cc1. Reactants: ice water, C(CCCC)C1CC2=CC=C(C=C2C1)B(O)O (2-pentylindan-5-boronic acid), BrC=1C=NC(=NC1)Cl (5-bromo-2-chloropyrimidine), C(C)O (ethanol), C([O-])([O-])=O.[Na+].[Na+] (sodium carbonate). Reagents/catalysts: [Pd].C1(=CC=CC=C1)P(C1=CC=CC=C1)C1=CC=CC=C1.C1(=CC=CC=C1)P(C1=CC=CC=C1)C1=CC=CC=C1.C1(=CC=CC=C1)P(C1=CC=CC=C1)C1=CC=CC=C1.C1(=CC=CC=C1)P(C1=CC=CC=C1)C1=CC=CC=C1 (tetrakis (triphenylphosphine) palladium). Run in C1=CC=CC=C1 (benzene). Product: C(CCCC)C1CC2=CC=C(C=C2C1)C1=NC=C(C=N1)C=1C=C2CC(CC2=CC1)CCCCC (2,5-bis(2-pentylindan-5-yl)pyrimidine). The yield is 65.0%. Reaction SMILES: [CH2:1]([CH:6]1[CH2:14][C:13]2[C:8](=[CH:9][CH:10]=[C:11](B(O)O)[CH:12]=2)[CH2:7]1)[CH2:2][CH2:3][CH2:4][CH3:5].Br[C:19]1[CH:20]=[N:21][C:22](Cl)=[N:23][CH:24]=1.[CH2:26](O)[CH3:27].C(=O)([O-])[O-].[Na+].[Na+]>[Pd].C1(P(C2C=CC=CC=2)C2C=CC=CC=2)C=CC=CC=1.C1(P(C2C=CC=CC=2)C2C=CC=CC=2)C=CC=CC=1.C1(P(C2C=CC=CC=2)C2C=CC=CC=2)C=CC=CC=1.C1(P(C2C=CC=CC=2)C2C=CC=CC=2)C=CC=CC=1.C1C=CC=CC=1>[CH2:1]([CH:6]1[CH2:14][C:13]2[C:8](=[CH:9][CH:10]=[C:11]([C:22]3[N:21]=[CH:20][C:19]([C:11]4[CH:12]=[C:13]5[C:8](=[CH:9][CH:10]=4)[CH2:7][CH:6]([CH2:1][CH2:2][CH2:3][CH2:26][CH3:27])[CH2:14]5)=[CH:24][N:23]=3)[CH:12]=2)[CH2:7]1)[CH2:2][CH2:3][CH2:4][CH3:5] |f:3.4.5,6.7.8.9.10|. Procedure details: 1.0 g (4.3 mM) of 2-pentylindan-5-boronic acid, 0.42 g (2.16 mM) of 5-bromo-2-chloropyrimidine, 4 ml of ethanol, 6 ml of benzene, 6 ml of 2M-sodium carbonate aqueous solution and 0.18 g of tetrakis (triphenylphosphine)palladium (O) were mixed and heat-refluxed for 2 hours under stirring. After the reaction, the reaction mixture was poured into ice water to precipitate a crystal. The crystal was recovered by filtration under reduced pressure and purified by silica gel column chromatography (eluen...